From a dataset of the Open Reaction Database (ORD), a public repository of structured organic reaction records. describe an organic reaction: reactants, conditions, products, and yield Product: N(N)=C(C=NO)C1=CC=CC=C1 (hydrazono-phenyl-acetaldehyde oxime). Procedure details: A solution of 2-isonitrosoacetophenone (50 g, 335 mmol) in methanol (500 ml) was treated with hydrazine monohydrate (19.5 ml, 402 mmol). The reaction mixture was stirred at room temperature for 20 h at which time the methanol was evaporated in vacuo. The residue was purified by flash chromatography (SiO2; 20% EtOAc in hexanes) to afford 37 g (227 mmol; 68%) of hydrazono-phenyl-acetaldehyde oxime as a white solid. δH (360 MHz; CDCl3) 7.22-7.42 (3H, m, aromatics), 7.42-7.60 (2H, m, aromatics), 7.9... The solvent is CO (methanol), CO (methanol). As a reaction SMILES: [CH:1]1[CH:6]=[CH:5][C:4]([C:7](/[CH:9]=[N:10]/[OH:11])=O)=[CH:3][CH:2]=1.O.[NH2:13][NH2:14]>CO>[N:13](=[C:7]([C:4]1[CH:5]=[CH:6][CH:1]=[CH:2][CH:3]=1)[CH:9]=[N:10][OH:11])[NH2:14] |f:1.2|. Isolated yield 67.8%. The reactants are C1=CC=C(C=C1)C(=O)/C=N/O (2-isonitrosoacetophenone), O.NN (hydrazine monohydrate). The reactants are COC=1C(=C(N=NC1)C1=CC=NN1C1=CC=CC=C1)O (5-methoxy-3-(1-phenyl-1H-pyrazol-5-yl)pyridazin-4-ol), [H-].[Na+] (NaH), O (water), FC(C1=C(CBr)C=CC=C1)(F)F (2-(trifluoromethyl)benzyl bromide). Reagents/catalysts: [I-].C(CCC)[N+](CCCC)(CCCC)CCCC (tetra n-butylammoniumiodide). Solvent: CN(C)C=O (DMF). Reaction conditions: time 20 minute. The product is COC=1C(C(=NN(C1)CC1=C(C=CC=C1)C(F)(F)F)C1=CC=NN1C1=CC=CC=C1)=O (5-methoxy-3-(1-phenyl-1H-pyrazol-5-yl)-1-[2-(trifluoromethyl)benzyl]pyridazin-4(1H)-one). Yield: 32.4%. As a reaction SMILES: [CH3:1][O:2][C:3]1[C:4]([OH:20])=[C:5]([C:9]2[N:13]([C:14]3[CH:19]=[CH:18][CH:17]=[CH:16][CH:15]=3)[N:12]=[CH:11][CH:10]=2)[N:6]=[N:7][CH:8]=1.[H-].[Na+].[F:23][C:24]([F:34])([F:33])[C:25]1[CH:32]=[CH:31][CH:30]=[CH:29][C:26]=1[CH2:27]Br.O>CN(C=O)C.[I-].C([N+](CCCC)(CCCC)CCCC)CCC>[CH3:1][O:2][C:3]1[C:4](=[O:20])[C:5]([C:9]2[N:13]([C:14]3[CH:19]=[CH:18][CH:17]=[CH:16][CH:15]=3)[N:12]=[CH:11][CH:10]=2)=[N:6][N:7]([CH2:27][C:26]2[CH:29]=[CH:30][CH:31]=[CH:32][C:25]=2[C:24]([F:23])([F:33])[F:34])[CH:8]=1 |f:1.2,6.7|. Procedure details: To a solution of 5-methoxy-3-(1-phenyl-1H-pyrazol-5-yl)pyridazin-4-ol (21 mg) in DMF (0.5 mL) were added tetra n-butylammoniumiodide (9 mg) and 60% NaH oil mixture (4 mg) at 0° C., and the mixture was stirred as it was for 20 min. To the reaction mixture was added 2-(trifluoromethyl)benzyl bromide (24 mg), and the mixture was stirred at room temperature for 60 hr. To the reaction mixture was added water (0.5 mL), and the mixture was extracted with ethyl acetate (2 mL×2) (the extract was separate... The reactants are CCCC[Sn](CCCC)(CCCC)c1ccc(OC)cc1[N+](=O)[O-], COc1ccc2c(c1)CCC(OS(=O)(=O)C(F)(F)F)=C2. Product: COc1ccc2c(c1)CCC(c1ccc(OC)cc1[N+](=O)[O-])=C2. As a reaction SMILES: [CH2:21]([Sn:22]([CH2:23][CH2:24][CH2:25][CH3:37])([c:26]1[c:27]([N+:34](=[O:35])[O-:36])[cH:28][c:29]([O:32][CH3:33])[cH:30][cH:31]1)[CH2:38][CH2:39][CH2:40][CH3:41])[CH2:42][CH2:43][CH3:44].[F:1][C:2]([F:3])([F:4])[S:5]([O:6][C:7]1=[CH:8][c:9]2[cH:10][cH:11][c:12]([O:17][CH3:18])[cH:13][c:14]2[CH2:15][CH2:16]1)(=[O:19])=[O:20]>>[C:7]1([c:26]2[c:27]([N+:34](=[O:35])[O-:36])[cH:28][c:29]([O:32][CH3:33])[cH:30][cH:31]2)=[CH:8][c:9]2[cH:10][cH:11][c:12]([O:17][CH3:18])[cH:13][c:14]2[CH2:15][CH2:16]1. Reactants: CC(C)(C)c1ccc(N)cc1, O=C(O)CN1C(=O)Cc2cc(Cl)ccc21, ClCCl, CN(C)C=O. The product is CC(C)(C)c1ccc(NC(=O)CN2C(=O)Cc3cc(Cl)ccc32)cc1. Reaction SMILES: [C:16]([CH3:17])([CH3:18])([CH3:19])[c:20]1[cH:21][cH:22][c:23]([NH2:24])[cH:25][cH:26]1.[Cl:1][c:2]1[cH:3][c:4]2[c:8]([cH:9][cH:10]1)[N:7]([CH2:11][C:12](=[O:13])[OH:14])[C:6](=[O:15])[CH2:5]2.[Cl:27][CH2:28][Cl:29].[O:30]=[CH:31][N:32]([CH3:33])[CH3:34]>>[Cl:1][c:2]1[cH:3][c:4]2[c:8]([cH:9][cH:10]1)[N:7]([CH2:11][C:12](=[O:14])[NH:24][c:23]1[cH:22][cH:21][c:20]([C:16]([CH3:17])([CH3:18])[CH3:19])[cH:26][cH:25]1)[C:6](=[O:15])[CH2:5]2. The reactants are ClC1=CNC2=CC(=CC=C12)C(=O)NC(COCC1CCNCC1)C1=C(C=CC=C1)Cl (3-chloro-N-[1-(2-chloro-phenyl)-2-(piperidin-4-ylmethoxy)ethyl]-1H-indole-6-carboxamide), C=O (paraformaldehyde). Product: ClC1=CNC2=CC(=CC=C12)C(=O)NC(COCC1CCN(CC1)C)C1=C(C=CC=C1)Cl (3-Chloro-N-[1-(2-chlorophenyl)-2-(1-methylpiperidin-4-yl-methoxy)ethyl]-1H-indole-6-carboxamide). Reaction SMILES: [Cl:1][C:2]1[C:10]2[C:5](=[CH:6][C:7]([C:11]([NH:13][CH:14]([C:24]3[CH:29]=[CH:28][CH:27]=[CH:26][C:25]=3[Cl:30])[CH2:15][O:16][CH2:17][CH:18]3[CH2:23][CH2:22][NH:21][CH2:20][CH2:19]3)=[O:12])=[CH:8][CH:9]=2)[NH:4][CH:3]=1.[CH2:31]=O>>[Cl:1][C:2]1[C:10]2[C:5](=[CH:6][C:7]([C:11]([NH:13][CH:14]([C:24]3[CH:29]=[CH:28][CH:27]=[CH:26][C:25]=3[Cl:30])[CH2:15][O:16][CH2:17][CH:18]3[CH2:23][CH2:22][N:21]([CH3:31])[CH2:20][CH2:19]3)=[O:12])=[CH:8][CH:9]=2)[NH:4][CH:3]=1. Procedure: Using alkylation method B, 3-chloro-N-[1-(2-chloro-phenyl)-2-(piperidin-4-ylmethoxy)ethyl]-1H-indole-6-carboxamide (300 mg, 0.67 mmol) and paraformaldehyde (201 mg, 6.7 mmol) afforded, after purification (SiO2: 10:10:1 hexane:EtOAc:isopropylamine), 175 mg (57%) of the title compound. Reactants: C([O-])(O)=O.[Na+] (sodium bicarbonate), ClC1=NC2=C(N1CCCC(=O)OCC)C(=CC=C2Cl)C(CC)CC (Ethyl 4-[2,4-dichloro-7-(1-ethylpropyl)-1H-benzimidazol-1-yl]butanoate), NC=1C(=NN(C1C)C)C (4-amino-1,3,5-trimethylpyrazole), O.C1(=CC=C(C=C1)S(=O)(=O)O)C (p-toluenesulfonic acid monohydrate). Solvent: CN1C(CCC1)=O (1-methyl-2-pyrrolidinone). Conditions: temperature 150 celsius, time 16 hour. Yields the product ClC1=CC=C(C=2N(C(=NC21)NC=2C(=NN(C2C)C)C)CCCC(=O)OCC)C(CC)CC (Ethyl 4-{4-chloro-7-(1-ethylpropyl)-2-[(1,3,5-trimethyl-1H-pyrazol-4-yl)amino]-1H-benzimidazol-1-yl}butanoate). Isolated yield 74.0%. Reaction SMILES: Cl[C:2]1[N:6]([CH2:7][CH2:8][CH2:9][C:10]([O:12][CH2:13][CH3:14])=[O:11])[C:5]2[C:15]([CH:20]([CH2:23][CH3:24])[CH2:21][CH3:22])=[CH:16][CH:17]=[C:18]([Cl:19])[C:4]=2[N:3]=1.[NH2:25][C:26]1[C:27]([CH3:33])=[N:28][N:29]([CH3:32])[C:30]=1[CH3:31].O.C1(C)C=CC(S(O)(=O)=O)=CC=1.C(=O)(O)[O-].[Na+]>CN1CCCC1=O>[Cl:19][C:18]1[C:4]2[N:3]=[C:2]([NH:25][C:26]3[C:27]([CH3:33])=[N:28][N:29]([CH3:32])[C:30]=3[CH3:31])[N:6]([CH2:7][CH2:8][CH2:9][C:10]([O:12][CH2:13][CH3:14])=[O:11])[C:5]=2[C:15]([CH:20]([CH2:23][CH3:24])[CH2:21][CH3:22])=[CH:16][CH:17]=1 |f:2.3,4.5|. Procedure details: A mixture of ethyl 4-[2,4-dichloro-7-(1-ethylpropyl)-1H-benzimidazol-1-yl]butanoate (Reference Example 33; 371 mg, 1.00 mmol), 4-amino-1,3,5-trimethylpyrazole (375 mg, 3.00 mmol) and p-toluenesulfonic acid monohydrate (190 mg, 1.00 mmol) in 1-methyl-2-pyrrolidinone (3 mL) was stirred at 150° C. for 16 hr. After cooling, aqueous sodium bicarbonate was added and the mixture was extracted with ethyl acetate. Organic layer was washed with water and brine, dried over anhydrous sodium sulfate and conc... Reactants: BrC=1C=C(C=CC1C)C1=NNC=C1 (3-(3-bromo-4-methylphenyl)-1H-pyrazole), BrC=1C=C(C=CC1C)C1=NNC=C1 (3-(3-bromo-4-methylphenyl)-1H-pyrazole), IC=1C=C(C=CC1)C(F)(F)F (3-iodobenzotrifluoride), C([O-])([O-])=O.[K+].[K+] (potassium carbonate). Reagents/catalysts: [Cu]I (copper(I) iodide), N[C@H]1[C@@H](CCCC1)N (trans-1,2-diaminocyclohexane). Solvent: O1CCOCC1 (p-dioxane), O (water), C(C)(=O)OCC (ethyl acetate). Conditions: temperature 100 celsius. Product: BrC=1C=C(C=CC1C)C1=NN(C=C1)C1=CC(=CC=C1)C(F)(F)F (3-(3-bromo-4-methylphenyl)-1-[3-(trifluoromethyl)phenyl]-1H-pyrazole). Reaction SMILES: [Br:1][C:2]1[CH:3]=[C:4]([C:9]2[CH:13]=[CH:12][NH:11][N:10]=2)[CH:5]=[CH:6][C:7]=1[CH3:8].I[C:15]1[CH:16]=[C:17]([C:21]([F:24])([F:23])[F:22])[CH:18]=[CH:19][CH:20]=1.C(=O)([O-])[O-].[K+].[K+]>O1CCOCC1.O.C(OCC)(=O)C.[Cu]I.N[C@@H]1CCCC[C@H]1N>[Br:1][C:2]1[CH:3]=[C:4]([C:9]2[CH:13]=[CH:12][N:11]([C:15]3[CH:20]=[CH:19][CH:18]=[C:17]([C:21]([F:24])([F:23])[F:22])[CH:16]=3)[N:10]=2)[CH:5]=[CH:6][C:7]=1[CH3:8] |f:2.3.4|. Procedure details: To a stirred solution of 3-(3-bromo-4-methylphenyl)-1H-pyrazole (i.e. the product of Step B) (5.0 g, 21.09 mmol) in p-dioxane (19 mL) under a nitrogen atmosphere was added 3-iodobenzotrifluoride (5.75 g, 21.11 mmol), copper(I) iodide (0.05 g, 0.262 mmol), trans-1,2-diaminocyclohexane (253.5 μL, 2.10 mmol) and potassium carbonate (6.1 g, 44.14 mmol). The reaction mixture was heated at 100° C. overnight, cooled to room temperature and diluted with water and ethyl acetate. The resulting mixture was...